Dataset: the Open Reaction Database (ORD), a public repository of structured organic reaction records. Task: describe an organic reaction: reactants, conditions, products, and yield Run in CC(=O)C (acetone). RXN SMILES: [NH2:1][CH2:2][CH:3]([OH:11])[C:4]1[CH:9]=[CH:8][C:7]([CH3:10])=[CH:6][CH:5]=1.N([C:16]1[NH:17][CH2:18][CH2:19][N:20]=1)[N+]([O-])=O.C1(C)C(C)=CC=CC=1>CC(C)=O>[NH:20]1[CH2:19][CH2:18][N:17]=[C:16]1[NH:1][CH2:2][CH:3]([OH:11])[C:4]1[CH:9]=[CH:8][C:7]([CH3:10])=[CH:6][CH:5]=1. The reactants are NCC(C1=CC=C(C=C1)C)O (α-(aminomethyl)-p-methylbenzyl alcohol), N([N+](=O)[O-])C=1NCCN1 (2-(nitramino)-2-imidazoline), C=1(C(=CC=CC1)C)C (xylene). Yields the product N1C(=NCC1)NCC(C1=CC=C(C=C1)C)O (α-(2-imidazolin-2-ylaminomethyl)-p-methylbenzyl alcohol). Conditions: temperature 160 celsius, time 30 minute. Reported procedure: A mixture of 9.06 parts of α-(aminomethyl)-p-methylbenzyl alcohol, 7.8 parts of 2-(nitramino)-2-imidazoline and 8 parts of xylene is stirred for 30 minutes at 160°C (oil-bath). The reaction mixture is cooled and acetone is added. The precipitated product is filtered off, washed with acetone and dried, yielding α-(2-imidazolin-2-ylaminomethyl)-p-methylbenzyl alcohol; 163.7°C. Reactants: OC=1C=C(C=CC1OC)CC(=O)O (3-hydroxy-4-methoxyphenylacetic acid), S(O)(O)(=O)=O (sulfuric acid), CCO (EtOH). Conditions: time 8 hour. Product: C(C)OC(CC1=CC(=C(C=C1)OC)O)=O ((3-hydroxy-4-methoxy-phenyl)-acetic acid ethyl ester). As a reaction SMILES: [OH:1][C:2]1[CH:3]=[C:4]([CH2:10][C:11]([OH:13])=[O:12])[CH:5]=[CH:6][C:7]=1[O:8][CH3:9].S(=O)(=O)(O)O.[CH3:19][CH2:20]O>>[CH2:19]([O:12][C:11](=[O:13])[CH2:10][C:4]1[CH:5]=[CH:6][C:7]([O:8][CH3:9])=[C:2]([OH:1])[CH:3]=1)[CH3:20]. Reported procedure: To 3-hydroxy-4-methoxyphenylacetic acid (5.0 g, 27.4 mmol) in EtOH (100 mL) was added sulfuric acid (1 mL), and the mixture was stirred overnight at room temperature. Once no starting material was seen by analytical tlc, the solution was concentrated and dried under high vacuum to give (3-hydroxy-4-methoxy-phenyl)-acetic acid ethyl ester. A solution of (3-hydroxy-4-methoxy-phenyl)-acetic acid ethyl ester (1 equivalent), 2-fluoro-5-nitrobenzaldehyde (1 equivalent), and potassium carbonate (2 equi... Starting materials: ClC1=C(C=CC=C1)C1CC(C=2C(=CN=NC2C1)C(F)(F)F)=O (7-(2-chlorophenyl)-4-trifluoromethyl-5,6,7,8-tetrahydrocinnolin-5-one), C(=N)(N)NN.Cl (aminoguanidine hydrochloride), CS(=O)(=O)O (methanesulfonic acid), C1=CC=CC=C1 (benzene). Run in C(C)O (ethanol). Yields the product CS(=O)(=O)O.ClC1=C(C=CC=C1)C1CC(C=2C(=CN=NC2C1)C(F)(F)F)=NNC(=N)N (7-(2-chlorophenyl)-5-guanidinoimino-4-trifluoromethyl-5,6,7,8-tetrahydrocinnoline methanesulfonate). As a reaction SMILES: [Cl:1][C:2]1[CH:7]=[CH:6][CH:5]=[CH:4][C:3]=1[CH:8]1[CH2:17][C:16]2[N:15]=[N:14][CH:13]=[C:12]([C:18]([F:21])([F:20])[F:19])[C:11]=2[C:10](=O)[CH2:9]1.[C:23]([NH:26][NH2:27])([NH2:25])=[NH:24].Cl.[CH3:29][S:30]([OH:33])(=[O:32])=[O:31].C1C=CC=CC=1>C(O)C>[CH3:29][S:30]([OH:33])(=[O:32])=[O:31].[Cl:1][C:2]1[CH:7]=[CH:6][CH:5]=[CH:4][C:3]=1[CH:8]1[CH2:17][C:16]2[N:15]=[N:14][CH:13]=[C:12]([C:18]([F:21])([F:20])[F:19])[C:11]=2[C:10](=[N:27][NH:26][C:23]([NH2:25])=[NH:24])[CH2:9]1 |f:1.2,6.7|. Procedure: To a solution of 7-(2-chlorophenyl)-4-trifluoromethyl-5,6,7,8-tetrahydrocinnolin-5-one (0.335 g) and aminoguanidine hydrochloride (165 mg) in ethanol (10 ml) were added methanesulfonic acid (0.3 ml) and benzene (10 ml), and the mixture was refluxed for 80 minutes. Under reduced pressure, the solvent was evaporated, and to the residue was added sodium hydrogen carbonate solution to make the solution alkaline. The mixture was extracted with ethyl acetate, and the organic layer was washed with wate... Reactants: CC(C)(C)N(Cc1noc(C2CC(c3ccc(OC(F)(F)F)cc3)CN(C(=O)N3CCOCC3)C2)n1)C(=O)[O-], ClCCl, O=C(O)C(F)(F)F. Product: NCc1noc(C2CC(c3ccc(OC(F)(F)F)cc3)CN(C(=O)N3CCOCC3)C2)n1. RXN SMILES: [C:1]([N:5]([C:2](=[O:3])[O-:4])[CH2:9][c:10]1[n:11][o:12][c:13]([CH:15]2[CH2:16][N:17]([C:32](=[O:33])[N:34]3[CH2:35][CH2:36][O:37][CH2:38][CH2:39]3)[CH2:18][CH:19]([c:21]3[cH:22][cH:23][c:24]([O:27][C:28]([F:29])([F:30])[F:31])[cH:25][cH:26]3)[CH2:20]2)[n:14]1)([CH3:6])([CH3:7])[CH3:8].[Cl:47][CH2:48][Cl:49].[OH:40][C:41]([C:42]([F:43])([F:44])[F:45])=[O:46]>>[NH2:5][CH2:9][c:10]1[n:11][o:12][c:13]([CH:15]2[CH2:16][N:17]([C:32](=[O:33])[N:34]3[CH2:35][CH2:36][O:37][CH2:38][CH2:39]3)[CH2:18][CH:19]([c:21]3[cH:22][cH:23][c:24]([O:27][C:28]([F:29])([F:30])[F:31])[cH:25][cH:26]3)[CH2:20]2)[n:14]1. Reactants: CCc1cc2c(O)cc(=O)oc2cc1C, ClC(Cl)Cl, O=[N+]([O-])O. Yields the product CCc1cc2c(O)c([N+](=O)[O-])c(=O)oc2cc1C. Reaction SMILES: [CH2:5]([CH3:6])[c:7]1[cH:8][c:9]2[c:10]([OH:19])[cH:11][c:12](=[O:18])[o:13][c:14]2[cH:15][c:16]1[CH3:17].[CH:20]([Cl:21])([Cl:22])[Cl:23].[OH:1][N+:2]([O-:3])=[O:4]>>[O-:1][N+:2](=[O:4])[c:11]1[c:10]([OH:19])[c:9]2[cH:8][c:7]([CH2:5][CH3:6])[c:16]([CH3:17])[cH:15][c:14]2[o:13][c:12]1=[O:18]. Yields the product Cc1n[nH]c(C(N)=O)c1NC=O. As a reaction SMILES: [CH3:13][CH2:14][OH:15].[CH3:1][c:2]1[n:3][nH:4][c:5]([C:10](=[O:11])[NH2:12])[c:6]1[N+:7]([O-:8])=[O:9].[CH:17]([OH:18])=[O:19].[OH2:16]>>[CH3:1][c:2]1[n:3][nH:4][c:5]([C:10](=[O:11])[NH2:12])[c:6]1[NH:7][CH:14]=[O:15]. The reactants are CCO, Cc1n[nH]c(C(N)=O)c1[N+](=O)[O-], O=CO, O.